The task is: describe an organic reaction: reactants, conditions, products, and yield. This data is from the Open Reaction Database (ORD), a public repository of structured organic reaction records. Reactants: [H-].[Na+] (Sodium hydride), C(#N)[C@H]1[C@@H](CCCC1)O (trans-2-cyanocyclohexanol), C(Br)C1CO1 (Epibromohydrin). Run in CN(C=O)C (N,N-dimethylformamide). Conditions: time 10 minute. The product is C(C1CO1)OC1C(CCCC1)C#N (2-cyanocyclohexyl glycidyl ether). As a reaction SMILES: [H-].[Na+].[C:3]([C@@H:5]1[CH2:10][CH2:9][CH2:8][CH2:7][C@H:6]1[OH:11])#[N:4].[CH2:12]([CH:14]1[O:16][CH2:15]1)Br>CN(C)C=O>[CH2:12]([O:11][CH:6]1[CH2:7][CH2:8][CH2:9][CH2:10][CH:5]1[C:3]#[N:4])[CH:14]1[O:16][CH2:15]1 |f:0.1|. Procedure: Sodium hydride (60% suspension in mineral oil, 60 mg, 1.59 mmol) was added to a solution of trans-2-cyanocyclohexanol in N,N-dimethylformamide (2.0 mL) and stirred for 10 minutes at room temperature. Epibromohydrin (0.22 g, 1.59 mmol) was then added and the reaction stirred for an additional 3 hours. The solution was partitioned between diethyl ether/water, and the layers separated. The ether layer was washed with water (3×100 mL) and dried over magnesium sulfate and evaporated to give 0.17 g of... The reactants are CC=1C=C2C=CC(=CC2=CC1)CC(=O)OC (methyl 6-methyl-2-naphthylacetate), CI (methyl iodide), [H-].[Na+] (sodium hydride), COCCOC (1,2-dimethoxyethane). Solvent: C(C)O (ethanol), O (water). Product: CC=1C=C2C=CC(=CC2=CC1)C(C(=O)OC)C (methyl 6-methyl-2-naphthyl-α-methylacetate). As a reaction SMILES: [CH3:1][C:2]1[CH:3]=[C:4]2[C:9](=[CH:10][CH:11]=1)[CH:8]=[C:7]([CH2:12][C:13]([O:15][CH3:16])=[O:14])[CH:6]=[CH:5]2.[H-].[Na+].[CH3:19]OCCOC.CI>C(O)C.O>[CH3:1][C:2]1[CH:3]=[C:4]2[C:9](=[CH:10][CH:11]=1)[CH:8]=[C:7]([CH:12]([CH3:19])[C:13]([O:15][CH3:16])=[O:14])[CH:6]=[CH:5]2 |f:1.2|. Procedure details: To a mixture of 22 g. of methyl 6-methyl-2-naphthylacetate, 2.5 g. of sodium hydride and 150 ml. of 1,2-dimethoxyethane, 25 g. of methyl iodide are added. The reaction mixture is allowed to stand for several hours and is then diluted with ethanol followed by water and extracted with methylene chloride. The extracts are combined, washed with water to neutrality, dried over sodium sulfate, filtered, and evaporated to yield methyl 6-methyl-2-naphthyl-α-methylacetate. This derivative is hydrolyzed b... Starting materials: C1=CC=C(C=C1)S(=O)(=O)N(F)S(=O)(=O)C2=CC=CC=C2 (N-fluorobenzenesulfonimide), C(CC)(=O)C1=CC=CC=C1 (propiophenone), C(C)(C)NC(C)C.[Li] (lithium diisopropylamine). Run in O1CCCC1 (tetrahydrofuran), O1CCCC1 (tetrahydrofuran), O1CCCC1 (tetrahydrofuran). Run at time 1 hour. Product: FC(C(=O)C1=CC=CC=C1)C (2-fluoropropiophenone). Isolated yield 85.0%. As a reaction SMILES: [C:1]([C:5]1[CH:10]=[CH:9][CH:8]=[CH:7][CH:6]=1)(=[O:4])[CH2:2][CH3:3].C(NC(C)C)(C)C.[Li].C1C=CC(S(N(S(C2C=CC=CC=2)(=O)=O)[F:29])(=O)=O)=CC=1>O1CCCC1>[F:29][CH:2]([CH3:3])[C:1]([C:5]1[CH:10]=[CH:9][CH:8]=[CH:7][CH:6]=1)=[O:4] |f:1.2,^1:17|. Reported procedure: 1 millimole propiophenone in tetrahydrofuran was dropped into a stirred solution of lithium diisopropylamine in 2 milliliters tetrahydrofuran at -78° C. After 1 hour of stirring, a solution of 1.2 millimoles N-fluorobenzenesulfonimide prepared according to Example 1 above in 3 milliliters tetrahydrofuran was dropped into the reaction mixture and stirring was continued at -78° C. The temperature of the reaction mixture was allowed to rise to 25° C., stirring was continued for 1 hour, and the reac... Starting materials: CCN=C=NCCCN(C)C, CN(C)c1ccncc1, ClCCl, Cl, Cl, Nc1ncc(Cl)s1, O, CC(C)(C(=O)O)N1CCCN(c2ccccc2)C1=O. The product is CC(C)(C(=O)Nc1ncc(Cl)s1)N1CCCN(c2ccccc2)C1=O. RXN SMILES: [CH3:21][N:22]([CH3:23])[CH2:24][CH2:25][CH2:26][N:27]=[C:28]=[N:29][CH2:30][CH3:31].[CH3:44][N:45]([CH3:46])[c:47]1[cH:48][cH:49][n:50][cH:51][cH:52]1.[Cl:41][CH2:42][Cl:43].[ClH:20].[ClH:32].[NH2:33][c:34]1[s:35][c:36]([Cl:39])[cH:37][n:38]1.[OH2:40].[c:1]1([N:7]2[C:8](=[O:19])[N:9]([C:13]([C:14](=[O:15])[OH:16])([CH3:17])[CH3:18])[CH2:10][CH2:11][CH2:12]2)[cH:2][cH:3][cH:4][cH:5][cH:6]1>>[c:1]1([N:7]2[C:8](=[O:19])[N:9]([C:13]([C:14](=[O:16])[NH:33][c:34]3[s:35][c:36]([Cl:39])[cH:37][n:38]3)([CH3:17])[CH3:18])[CH2:10][CH2:11][CH2:12]2)[cH:2][cH:3][cH:4][cH:5][cH:6]1. Reactants: C(=O)(OC(C)(C)C)N[C@@H](CC(C)C)C(=O)O.CN(C([C@@H](N)CC(C)C)=O)OC (N-Boc-L-leucine L-leucine N,O-dimethylhydroxylamide), FC(C(=O)O)(F)F (trifluoroacetic acid). Solvent: C(Cl)Cl (methylene chloride). Run at temperature 0 celsius, time 2 hour. The product is CC(C)C[C@@H](C(=O)O)NC(=O)OCC1=CC=CC=C1.N[C@@H](CC(C)C)C(=O)O.CN(C([C@@H](N)CC(C)C)=O)OC (Z-L-Leucine L-leucine L-leucine N,O-Dimethylhydroxylamide). Reaction SMILES: [C:1]([NH:8][C@H:9]([C:14]([OH:16])=[O:15])[CH2:10][CH:11]([CH3:13])[CH3:12])([O:3][C:4]([CH3:7])(C)C)=[O:2].[CH3:17][N:18]([O:27][CH3:28])[C:19](=[O:26])[C@H:20]([CH2:22][CH:23]([CH3:25])[CH3:24])[NH2:21].FC(F)(F)C(O)=O>C(Cl)Cl>[CH3:13][CH:11]([CH2:10][C@H:9]([NH:8][C:1]([O:3][CH2:4][C:7]1[CH:24]=[CH:23][CH:22]=[CH:20][CH:19]=1)=[O:2])[C:14]([OH:16])=[O:15])[CH3:12].[NH2:8][C@H:9]([C:14]([OH:16])=[O:15])[CH2:10][CH:11]([CH3:13])[CH3:12].[CH3:17][N:18]([O:27][CH3:28])[C:19](=[O:26])[C@H:20]([CH2:22][CH:23]([CH3:25])[CH3:24])[NH2:21] |f:0.1,4.5.6|. Procedure details: A solution of N-Boc-L-leucine-L-leucine N,O-dimethylhydroxylamide (923 mg) and trifluoroacetic acid (10 mL) in methylene chloride (20 mL) was stirred at 0° C. for 3 hours. The solvent was evaporated under reduced pressure and the residue was dried under vacuum. A portion of this product (488 mg) was transferred to another flask and was combined with Z-L-leucine (451 mg), 1-hydroxybenzotriazole monohydrate (276 mg), N-methylmorpholine (0.22 mL), and DMF (15 mL). 1-Ethyl-3-(3-dimethylaminopropyl) ... Reaction conditions: time 2 hour. The reactants are C(C)(C)(C)OC(NC(C)C(NCCC1=CC2=C(OCO2)C=C1)=O)=O ([1-(2-Benzo[1,3]dioxol-5-yl-ethylcarbamoyl)-ethyl]-carbamic acid tert-butyl ester). Run in C(=O)(C(F)(F)F)O.C(Cl)Cl (TFA DCM). Yield: 76.9%. As a reaction SMILES: C(OC(=O)[NH:7][CH:8]([C:10](=[O:23])[NH:11][CH2:12][CH2:13][C:14]1[CH:22]=[CH:21][C:17]2[O:18][CH2:19][O:20][C:16]=2[CH:15]=1)[CH3:9])(C)(C)C>C(O)(C(F)(F)F)=O.C(Cl)Cl>[NH2:7][C@@H:8]([CH3:9])[C:10]([NH:11][CH2:12][CH2:13][C:14]1[CH:22]=[CH:21][C:17]2[O:18][CH2:19][O:20][C:16]=2[CH:15]=1)=[O:23] |f:1.2|. Procedure: [1-(2-Benzo[1,3]dioxol-5-yl-ethylcarbamoyl)-ethyl]-carbamic acid tert-butyl ester (350 mg, 1.04 mmol) was dissolved in TFA:DCM (1:1, 4 mL) and allowed to stir at room temperature for 2 h. After this time, the solution was concentrated down under N2 gas and dissolved in DCM. The solution was washed several times with 1M NaOH (aq). The organic layer was dried with Na2SO4 and concentrated down under N2. The crude material was purified by flash chromatography (DCM to 9:1 DCM/MeOH) to afford 189 mg (... Yields the product N[C@H](C(=O)NCCC1=CC2=C(OCO2)C=C1)C ((S)-2-amino-N-(2-benzo[1,3]dioxol-5-yl-ethyl)-propionamide). Reactants: Cc1sc2nc(-c3cnccn3)nc(Cl)c2c1Cl, NCc1cccc([N+](=O)[O-])c1. Product: Cc1sc2nc(-c3cnccn3)nc(NCc3cccc([N+](=O)[O-])c3)c2c1Cl. RXN SMILES: [Cl:12][c:13]1[c:14]2[c:15]([n:16][c:17](-[c:19]3[n:20][cH:21][cH:22][n:23][cH:24]3)[n:18]1)[s:25][c:26]([CH3:29])[c:27]2[Cl:28].[N+:1](=[O:2])([O-:3])[c:4]1[cH:5][c:6]([CH2:7][NH2:8])[cH:9][cH:10][cH:11]1>>[N+:1](=[O:2])([O-:3])[c:4]1[cH:5][c:6]([CH2:7][NH:8][c:13]2[c:14]3[c:15]([n:16][c:17](-[c:19]4[n:20][cH:21][cH:22][n:23][cH:24]4)[n:18]2)[s:25][c:26]([CH3:29])[c:27]3[Cl:28])[cH:9][cH:10][cH:11]1. The reactants are CN(C(=O)C1=CC2=C(N=C(N=C2)Cl)N1C1CCCCCC1)C (2-Chloro-7-cycloheptyl-7H-pyrrolo[2,3-d]pyrimidine-6-carboxylic acid dimethylamide), COC(C1=CN=C(C=C1)N)=O (6-Amino-nicotinic acid methyl ester), C(=O)([O-])[O-].[Cs+].[Cs+] (Cs2CO3), C=1C=CC(=CC1)P(C=2C=CC=CC2)C3=CC=C4C=CC=CC4=C3C5=C6C=CC=CC6=CC=C5P(C=7C=CC=CC7)C=8C=CC=CC8 (BINAP). Reagents/catalysts: CC(=O)[O-].CC(=O)[O-].[Pd+2] (Pd(OAc)2). Conditions: temperature 130 celsius. Product: C1(CCCCCC1)N1C(=CC2=C1N=C(N=C2)NC2=NC=C(C(=O)O)C=C2)C(N(C)C)=O (6-(7-Cycloheptyl-6-dimethylcarbamoyl-7H-pyrrolo[2,3-d]pyrimidin-2-ylamino)-nicotinic acid). Yield: 44.2%. RXN SMILES: [CH3:1][N:2]([CH3:22])[C:3]([C:5]1[N:14]([CH:15]2[CH2:21][CH2:20][CH2:19][CH2:18][CH2:17][CH2:16]2)[C:8]2[N:9]=[C:10](Cl)[N:11]=[CH:12][C:7]=2[CH:6]=1)=[O:4].C[O:24][C:25](=[O:33])[C:26]1[CH:31]=[CH:30][C:29]([NH2:32])=[N:28][CH:27]=1.C([O-])([O-])=O.[Cs+].[Cs+].C1C=CC(P(C2C(C3C(P(C4C=CC=CC=4)C4C=CC=CC=4)=CC=C4C=3C=CC=C4)=C3C(C=CC=C3)=CC=2)C2C=CC=CC=2)=CC=1>CC([O-])=O.CC([O-])=O.[Pd+2]>[CH:15]1([N:14]2[C:8]3[N:9]=[C:10]([NH:32][C:29]4[CH:30]=[CH:31][C:26]([C:25]([OH:33])=[O:24])=[CH:27][N:28]=4)[N:11]=[CH:12][C:7]=3[CH:6]=[C:5]2[C:3](=[O:4])[N:2]([CH3:22])[CH3:1])[CH2:21][CH2:20][CH2:19][CH2:18][CH2:17][CH2:16]1 |f:2.3.4,6.7.8|. Reported procedure: To a mixture of 2-Chloro-7-cycloheptyl-7H-pyrrolo[2,3-d]pyrimidine-6-carboxylic acid dimethylamide (517 mg, 1.2 mmol, 1.0 eq), 6-Amino-nicotinic acid methyl ester (221 mg, 1.5 mmol, 1.2 eq), Cs2CO3 (591 mg, 1.8 mmol, 1.5 eq) and BINAP (38 mg, 0.06 mmol, 0.05 eq) was bubbled in N2 via a pipette for 3 min. Pd(OAc)2 (14 mg, 0.06 mmol, 0.05 eq) was added and the flask was sealed and stirred in an oil bath heated to 130° C. for 3 hr. The mixture was filtered through a pad of celite and washed with et...